This data is from the Open Reaction Database (ORD), a public repository of structured organic reaction records. The task is: describe an organic reaction: reactants, conditions, products, and yield Starting materials: C(=O)[O-].[NH4+] (ammonium formate), NC1=C(C(=O)OCC)C=CC(=C1)F (ethyl 2-amino-4-fluorobenzoate), C(=O)N (formamide), C(=O)[O-].[NH4+] (ammonium formate). Solvent: CCOC(=O)C (EtOAc). Product: C1=CC2=C(C=C1F)NC=NC2=O (7-fluoro-3-hydroquinazolin-4-one). Reaction SMILES: [NH2:1][C:2]1[CH:12]=[C:11]([F:13])[CH:10]=[CH:9][C:3]=1[C:4](OCC)=[O:5].C([O-])=O.[NH4+].[CH:18]([NH2:20])=O>CCOC(C)=O>[CH:10]1[C:11]([F:13])=[CH:12][C:2]2[NH:1][CH:18]=[N:20][C:4](=[O:5])[C:3]=2[CH:9]=1 |f:1.2|. Procedure: To a suspension of ethyl 2-amino-4-fluorobenzoate (1.73 g, 9.45 mmol) in formamide (8 mL) was added ammonium formate (0.9 g, 14 mmol). The reaction mixture was stirred at 140° C. for 24 hr, with additional ammonium formate (0.92 g, 15 mmol) at 6 hr. The reaction was dilute with EtOAc, washed with water, back-extracted with EtOAc, dried and concentrated in vacuo to give 7-fluoro-3-hydroquinazolin-4-one (2.82 g) which contains some formamide. ES-MS (M+H)+=165.